Dataset: the Open Reaction Database (ORD), a public repository of structured organic reaction records. Task: describe an organic reaction: reactants, conditions, products, and yield Reactants: C1(C=2C(C(N1CCCCCCCCCCCCCCCCCCCCCC(=O)OC)=O)=CC=CC2)=O (methyl 22-phthalimidodocosanoate), O.NN (hydrazine hydrate), Cl (hydrochloric acid). Run in C(C)O (ethanol). Yields the product NCCCCCCCCCCCCCCCCCCCCCC(=O)O (22-aminodocosanoic acid). Yield: 77.5%. RXN SMILES: C1(=O)[N:5]([CH2:6][CH2:7][CH2:8][CH2:9][CH2:10][CH2:11][CH2:12][CH2:13][CH2:14][CH2:15][CH2:16][CH2:17][CH2:18][CH2:19][CH2:20][CH2:21][CH2:22][CH2:23][CH2:24][CH2:25][CH2:26][C:27]([O:29]C)=[O:28])C(=O)C2=CC=CC=C12.O.NN.Cl>C(O)C>[NH2:5][CH2:6][CH2:7][CH2:8][CH2:9][CH2:10][CH2:11][CH2:12][CH2:13][CH2:14][CH2:15][CH2:16][CH2:17][CH2:18][CH2:19][CH2:20][CH2:21][CH2:22][CH2:23][CH2:24][CH2:25][CH2:26][C:27]([OH:29])=[O:28] |f:1.2|. Reported procedure: A mixture of methyl 22-phthalimidodocosanoate (1.5 g, 3.0 mmoles), 40 ml of ethanol and 80% hydrazine hydrate was refluxed for 10 hours. To the reaction mixture was added 11.3 ml of 6N aqueous hydrochloric acid solution, and further refluxed for 1 hour. After removal by filtration of the insoluble matter that formed, the reaction mixture was concentrated under reduced pressure. To the residue were added 30 ml of ethanol and 15 ml of 1N aqueous sodium hydroxide solution, and the resulting mixture... The reactants are COC=1C=C2C(=C(C(OC2=CC1)=O)C1=CC=CC=C1)O (6-methoxy-4-hydroxy-3-phenyl-coumarin), O1CCOCC1.C(C)(C)OC(C)C (dioxane diisopropyl ether), Br (hydrobromic acid), C(C)(=O)OC(C)=O (acetic anhydride). The solvent is C(C)(=O)O (acetic acid). The product is OC1=C(C(OC2=CC=C(C=C12)O)=O)C1=CC=CC=C1 (4,6-Dihydroxy-3-phenyl-coumarin). Isolated yield 33.7%. RXN SMILES: C[O:2][C:3]1[CH:4]=[C:5]2[C:10](=[CH:11][CH:12]=1)[O:9][C:8](=[O:13])[C:7]([C:14]1[CH:19]=[CH:18][CH:17]=[CH:16][CH:15]=1)=[C:6]2[OH:20].Br.C(OC(=O)C)(=O)C.O1CCOCC1.C(OC(C)C)(C)C>C(O)(=O)C>[OH:20][C:6]1[C:5]2[C:10](=[CH:11][CH:12]=[C:3]([OH:2])[CH:4]=2)[O:9][C:8](=[O:13])[C:7]=1[C:14]1[CH:19]=[CH:18][CH:17]=[CH:16][CH:15]=1 |f:3.4|. Reported procedure: Prepared in the manner described in Example 25, Stage A, from 37.6 g. (0.14 mol) of 6-methoxy-4-hydroxy-3-phenyl-coumarin, 375 ml. of glacial acetic acid, 750 ml. of 62% hydrobromic acid and 375 ml. of acetic anhydride. Weight 12.2 g.; yield 33.7% (theoretical yield 35.6 g.); M.P. 261°-263° C. (dioxane-diisopropyl ether: 50-50). The reactants are Cl (HCl), O=C1NC=2C=CC=CC2C=2N1N=C(C2)C#N (5,6-dihydro-5-oxopyrazolo[1,5-c]-quinazoline-2-carbonitrile), crude product, [N-]=[N+]=[N-].[Na+] (sodium azide), [Cl-].[NH4+] (ammonium chloride). Solvent: O (water), CN(C=O)C (dimethylformamide). Yields the product N1N=NN=C1C1=NN2C(NC=3C=CC=CC3C2=C1)=O (2-(1H-Tetrazol-5-yl)pyrazolo[1,5-c]quinazolin-5(6H)-one). Reaction SMILES: [O:1]=[C:2]1[N:11]2[N:12]=[C:13]([C:15]#[N:16])[CH:14]=[C:10]2[C:9]2[CH:8]=[CH:7][CH:6]=[CH:5][C:4]=2[NH:3]1.[N-:17]=[N+:18]=[N-:19].[Na+].[Cl-].[NH4+].Cl>CN(C)C=O.O>[NH:17]1[C:15]([C:13]2[CH:14]=[C:10]3[N:11]([C:2](=[O:1])[NH:3][C:4]4[CH:5]=[CH:6][CH:7]=[CH:8][C:9]=43)[N:12]=2)=[N:16][N:19]=[N:18]1 |f:1.2,3.4|. Procedure: 1.6 g (0.0076 mole) of 5,6-dihydro-5-oxopyrazolo[1,5-c]-quinazoline-2-carbonitrile (prepared as described in Example 2), 546 mg of sodium azide (0.0084 mole or 1.1 equivalent) and 449 mg (1.1 equivalent) of ammonium chloride are suspended in dimethylformamide (30 ml) and the mixture is heated at 100° under N2 for 29 hours with stirring. The reaction mixture is cooled and stripped to dryness. The crude product is suspended in water (75 ml) and treated with concentrated HCl (1.5 ml) to pH 2. The m... Starting materials: O=C([O-])[O-], CC(=O)Nc1nc(COC(C)=O)cs1, CO, [K+], [K+], O. Product: CC(=O)Nc1nc(CO)cs1. Reaction SMILES: [C:15](=[O:16])([O-:17])[O-:18].[C:1]([CH3:2])(=[O:3])[NH:4][c:5]1[s:6][cH:7][c:8]([CH2:10][O:11][C:12](=[O:13])[CH3:14])[n:9]1.[CH3:21][OH:22].[K+:19].[K+:20].[OH2:23]>>[C:1]([CH3:2])(=[O:3])[NH:4][c:5]1[s:6][cH:7][c:8]([CH2:10][OH:11])[n:9]1. The reactants are ClCC(C)=O (chloroacetone), CC1=C(C=C(C=C1)O)[N+](=O)[O-] (4-methyl-3-nitrophenol), C([O-])([O-])=O.[K+].[K+] (potassium carbonate), [I-].[Na+] (sodium iodide). Solvent: CN(C=O)C (dimethylformamide). Reaction conditions: time 3 hour. Product: methylene chloride petroleum ether, CC1=C(C=C(OCC(C)=O)C=C1)[N+](=O)[O-] (1-(4-methyl-3-nitrophenoxy)-2-propanone). Reaction SMILES: Cl[CH2:2][C:3](=[O:5])[CH3:4].[CH3:6][C:7]1[CH:12]=[CH:11][C:10]([OH:13])=[CH:9][C:8]=1[N+:14]([O-:16])=[O:15].C(=O)([O-])[O-].[K+].[K+].[I-].[Na+]>CN(C)C=O>[CH3:6][C:7]1[CH:12]=[CH:11][C:10]([O:13][CH2:2][C:3](=[O:5])[CH3:4])=[CH:9][C:8]=1[N+:14]([O-:16])=[O:15] |f:2.3.4,5.6|. Procedure details: 40.7 g (0.44 mole) of chloroacetone are added dropwise at room temperature, with stirring, over a period of 30 minutes to a suspension of 61.25 g (0.4 mole) of 4-methyl-3-nitrophenol, 60.8 g (0.44 mole) of ground potassium carbonate, 39.9 g (0.267 mole) of sodium iodide and 900 ml of dimethylformamide. After a further 3 hours at room temperature, the whole is filtered with suction and the residue is washed with dimethylformamide. The organic solution is concentrated by evaporation in vacuo and t... The reactants are OC=1C=C(C=CC1)[C@@]12CCN(C[C@H]2CCC(C1)=O)C (octahydro-4a-(3-hydroxyphenyl)-2-methyl-cis-6(2H)-isoquinolinone), [H-].[Na+] (sodium hydride), oil, CN(C=O)C (dimethyl formamide). The reagents and catalysts are [Br-].C[P+](C1=CC=CC=C1)(C1=CC=CC=C1)C1=CC=CC=C1 (methyl triphenylphosphonium bromide). Reaction conditions: time 1 hour. The product is OC=1C=C(C=CC1)[C@@]12CCN(C[C@H]2CCC(C1)=C)C (Decahydro-4a-(3-hydroxyphenyl)-2-methyl-6-methylene-cis-isoquinoline). RXN SMILES: [H-].[Na+].[OH:3][C:4]1[CH:5]=[C:6]([C@@:10]23[CH2:19][C:18](=O)[CH2:17][CH2:16][C@@H:15]2[CH2:14][N:13]([CH3:21])[CH2:12][CH2:11]3)[CH:7]=[CH:8][CH:9]=1.[CH3:22]N(C)C=O>[Br-].C[P+](C1C=CC=CC=1)(C1C=CC=CC=1)C1C=CC=CC=1>[OH:3][C:4]1[CH:5]=[C:6]([C@@:10]23[CH2:19][C:18](=[CH2:22])[CH2:17][CH2:16][C@@H:15]2[CH2:14][N:13]([CH3:21])[CH2:12][CH2:11]3)[CH:7]=[CH:8][CH:9]=1 |f:0.1,4.5|. Reported procedure: 3.93 g (11 mmol) of methyl triphenylphosphonium bromide in 100 ml of absolute dimethyl formamide is treated with 1.01 g of a 50% w/w sodium hydride dispersion in oil (21 mmol) under nitrogen. The mixture is stirred for 1 hour at room temperature, and then treated with 2.59 g of octahydro-4a-(3-hydroxyphenyl)-2-methyl-cis-6(2H)-isoquinolinone. The mixture is stirred for 16 hours at 40°, and partitioned between methylene chloride and aqueous ammonium sulphate. Evaporation of the organic phase and ... The reactants are ClCCCP(OCC)(OCC)=O (diethyl 3-chloropropylphosphonate), [K] (potassium), C(C)OC(=O)ONC(OCC)=O (ethyl N-ethoxycarbonyloxycarbamate). Solvent: CN(C=O)C (N,N-dimethylformamide). Reaction conditions: time 3 hour. Yields the product C(C)OC(=O)N(OC(=O)OCC)CCCP(OCC)(OCC)=O (diethyl 3-(N-ethoxycarbonyl-N-ethoxycarbonyloxyamino)-propylphosphonate). Isolated yield 90.3%. As a reaction SMILES: Cl[CH2:2][CH2:3][CH2:4][P:5](=[O:12])([O:9][CH2:10][CH3:11])[O:6][CH2:7][CH3:8].[K].[CH2:14]([O:16][C:17]([O:19][NH:20][C:21](=[O:25])[O:22][CH2:23][CH3:24])=[O:18])[CH3:15]>CN(C)C=O>[CH2:23]([O:22][C:21]([N:20]([CH2:2][CH2:3][CH2:4][P:5](=[O:12])([O:9][CH2:10][CH3:11])[O:6][CH2:7][CH3:8])[O:19][C:17]([O:16][CH2:14][CH3:15])=[O:18])=[O:25])[CH3:24] |^1:12|. Reported procedure: To a solution of diethyl 3-chloropropylphosphonate (430.6 g) in dry N,N-dimethylformamide (2.25 l) was added potassium salt of ethyl N-ethoxycarbonyloxycarbamate (429.2 g). This mixture was stirred at 64°-66° C. for three hours. After the resulting potassium chloride was removed by filtration, the filtrate was concentrated under reduced pressure. The residue was dissolved in ethyl acetate (2.0 l) and washed with water (4.0 l). The aqueous layer was extracted twice with ethyl acetate (1.2 and 0.8... Starting materials: [Br-].[Br-].C1(=CC=CC=C1)P(C1=CC=CC=C1)C1=CC=CC=C1 (Triphenylphosphine dibromide), BrCCCO (3-Bromo-1-propanol), C([O-])([O-])=O.[K+].[K+] (potassium carbonate), FC=1C=C(C=C(C1)F)S (3,5-difluorobenzenethiol). The solvent is C(C)#N (ACN). Reaction conditions: time 3 hour. Product: BrCCCSC1=CC(=CC(=C1)F)F (1-(3-Bromopropylsulfanyl)-3,5-difluorobenzene). Isolated yield 64.2%. Reaction SMILES: [F:1][C:2]1[CH:3]=[C:4]([SH:9])[CH:5]=[C:6]([F:8])[CH:7]=1.[Br:10][CH2:11][CH2:12][CH2:13]O.C(=O)([O-])[O-].[K+].[K+].[Br-].[Br-].C1(P(C2C=CC=CC=2)C2C=CC=CC=2)C=CC=CC=1>C(#N)C>[Br:10][CH2:11][CH2:12][CH2:13][S:9][C:4]1[CH:3]=[C:2]([F:1])[CH:7]=[C:6]([F:8])[CH:5]=1 |f:2.3.4,5.6.7|. Procedure details: To a round-bottom flask was added 3,5-difluorobenzenethiol (4.9 g, 33.8 mmol) in ACN (50 mL). 3-Bromo-1-propanol (4.7 g, 34.0 mmol) and potassium carbonate (6.4 g, 46 mmol) were added, and the mixture was stirred at room temperature for 3 hours. The mixture was then filtered through a pad of Celite® and the solvent was removed under reduced pressure. The crude material was then dissolved in anhydrous DCM (100 mL). Triphenylphosphine dibromide (25 g, 59 mmol) was added to the mixture, which was t...